This data is from the Open Reaction Database (ORD), a public repository of structured organic reaction records. The task is: describe an organic reaction: reactants, conditions, products, and yield The reactants are C=1C=CC(=CC1)C2=CNC=3C=CC=CC32. The reagents and catalysts are N=1C=CC(=CC1C=2N=CC=C(C2)C(C)(C)C)C(C)(C)C, O1B(OC(C)(C)C1(C)C)B2OC(C)(C)C(O2)(C)C, O1BOC(C)(C)C1(C)C, C1CC=CCCC=C1.C1CC=CCCC=C1.[Cl-].[Cl-].[Ir].[Ir]. The solvent is O1CCCC1. Conditions: temperature 80 celsius, time 12 hour. The product is O1B(OC(C)(C)C1(C)C)C2=CC=CC=3C(=CNC23)C=4C=CC=CC4. The yield is 44.0%. Starting materials: C(=O)(OC(C)(C)C)N1C[C@H]([C@@H](C1)C(=O)N1[C@@H](C[C@@H](C1)N(C(=O)[C@H]1OCCC1)[C@@H]1CC[C@@H](CC1)C)C(=O)N1CCN(CC1)C)C1=CC=C(C=C1)Cl (1-BOC-(3R,4S)-3-(4-chlorophenyl)-4-({(2S,4S)-4-{(cis-4-methylcyclohexyl)[(2S)-tetrahydro furan-2-ylcarbonyl]amino}-2-[(4-methylpiperazin-1-yl)carbonyl]pyrrolidin-1-yl}carbonyl)pyrrolidine), Cl (HCl). Solvent: C(Cl)Cl (DCM). Reaction conditions: time 1 hour. Product: ClC1=CC=C(C=C1)[C@H]1[C@@H](CNC1)C(=O)N1C[C@H](C[C@H]1C(=O)N1CCN(CC1)C)N(C(=O)[C@H]1OCCC1)[C@@H]1CC[C@@H](CC1)C ((2S)—N-{(3S,5S)-1-{[(3S,4R)-4-(4-chlorophenyl)pyrrolidin-3-yl]carbonyl}-5-[(4-methylpiperazin-1-yl)carbonyl]pyrrolidin-3-yl}-N-(cis-4-methylcyclohexyl)tetrahydrofuran-2-carboxamide). Isolated yield 99.7%. RXN SMILES: C([N:8]1[CH2:12][C@@H:11]([C:13]([N:15]2[CH2:19][C@@H:18]([N:20]([C@H:28]3[CH2:33][CH2:32][C@@H:31]([CH3:34])[CH2:30][CH2:29]3)[C:21]([C@@H:23]3[CH2:27][CH2:26][CH2:25][O:24]3)=[O:22])[CH2:17][C@H:16]2[C:35]([N:37]2[CH2:42][CH2:41][N:40]([CH3:43])[CH2:39][CH2:38]2)=[O:36])=[O:14])[C@H:10]([C:44]2[CH:49]=[CH:48][C:47]([Cl:50])=[CH:46][CH:45]=2)[CH2:9]1)(OC(C)(C)C)=O.Cl>C(Cl)Cl>[Cl:50][C:47]1[CH:46]=[CH:45][C:44]([C@@H:10]2[CH2:9][NH:8][CH2:12][C@H:11]2[C:13]([N:15]2[C@H:16]([C:35]([N:37]3[CH2:38][CH2:39][N:40]([CH3:43])[CH2:41][CH2:42]3)=[O:36])[CH2:17][C@H:18]([N:20]([C@H:28]3[CH2:33][CH2:32][C@@H:31]([CH3:34])[CH2:30][CH2:29]3)[C:21]([C@@H:23]3[CH2:27][CH2:26][CH2:25][O:24]3)=[O:22])[CH2:19]2)=[O:14])=[CH:49][CH:48]=1. Procedure: 1-BOC-(3R,4S)-3-(4-chlorophenyl)-4-({(2S,4S)-4-{(cis-4-methylcyclohexyl)[(2S)-tetrahydrofuran-2-ylcarbonyl]amino}-2-[(4-methylpiperazin-1-yl)carbonyl]pyrrolidin-1-yl}carbonyl)pyrrolidine (1.18 g, 1.65 mmol) obtained in Step A was dissolved in DCM (1 mL). 4M HCl (1 mL) was added dropwise thereto. The reaction solution was stirred for 1 hour at room temperature, concentrated in vacuo to give the title compound (1.01 g, 99.8%). Starting materials: CCOCC, O=Cc1ccc(-c2ccc(Cl)cc2)cc1, CCC(O)(C(=O)O)c1ccccc1. Product: CCC1(c2ccccc2)OC(c2ccc(-c3ccc(Cl)cc3)cc2)OC1=O. As a reaction SMILES: [CH3:29][CH2:30][O:31][CH2:32][CH3:33].[Cl:1][c:2]1[cH:3][cH:4][c:5](-[c:8]2[cH:9][cH:10][c:11]([CH:12]=[O:13])[cH:14][cH:15]2)[cH:6][cH:7]1.[OH:16][C:17]([C:18](=[O:19])[OH:20])([CH2:21][CH3:22])[c:23]1[cH:24][cH:25][cH:26][cH:27][cH:28]1>>[Cl:1][c:2]1[cH:3][cH:4][c:5](-[c:8]2[cH:9][cH:10][c:11]([CH:12]3[O:13][C:17]([CH2:21][CH3:22])([c:23]4[cH:24][cH:25][cH:26][cH:27][cH:28]4)[C:18](=[O:19])[O:20]3)[cH:14][cH:15]2)[cH:6][cH:7]1. Reactants: CN1C(=C(C2=CC(=CC=C12)OCC1=CC=CC=C1)OC(C)C)C(=O)N (1-methyl-(1-methylethoxy)-5-(phenylmethoxy)-1H-indole-2-carboxamide), product. Reagents/catalysts: [Pd] (palladium on carbon). The solvent is CO (methanol). The product is OC=1C=C2C(=C(N(C2=CC1)C)C(=O)N)OC(C)C (5-Hydroxy-1-methyl-3-(1-methylethoxy)-1H-indole-2-carboxamide). As a reaction SMILES: [CH3:1][N:2]1[C:10]2[C:5](=[CH:6][C:7]([O:11]CC3C=CC=CC=3)=[CH:8][CH:9]=2)[C:4]([O:19][CH:20]([CH3:22])[CH3:21])=[C:3]1[C:23]([NH2:25])=[O:24]>CO.[Pd]>[OH:11][C:7]1[CH:6]=[C:5]2[C:10](=[CH:9][CH:8]=1)[N:2]([CH3:1])[C:3]([C:23]([NH2:25])=[O:24])=[C:4]2[O:19][CH:20]([CH3:22])[CH3:21]. Procedure: A suspension of 1-methyl-(1-methylethoxy)-5-(phenylmethoxy)-1H-indole-2-carboxamide (2.1 g, 6.2 mmol) in 100 mL of methanol is hydrogenated using 0.5 g of 20% palladium on carbon catalyst. The catalyst is filtered and the filtrate evaporated. Recrystallization of the residue from aqueous acetonitrile gives. 0.87 g (58%) of product; mp 234°-237° C. Reaction SMILES: [C:1]([CH3:2])([CH3:3])([CH3:4])[c:5]1[n:6][nH:7][c:8]([CH2:10][CH2:11][c:12]2[cH:13][cH:14][cH:15][cH:16][cH:17]2)[cH:9]1.[CH3:45][N:46]([CH3:47])[CH:48]=[O:49].[Cl:20][CH2:21][c:22]1[cH:23][cH:24][c:25]([CH2:26][O:27][c:28]2[cH:29][c:30]([F:41])[c:31]([CH2:34][CH2:35][C:36](=[O:37])[O:38][CH2:39][CH3:40])[cH:32][cH:33]2)[cH:42][cH:43]1.[ClH:44].[H-:18].[Na+:19]>>[C:1]([CH3:2])([CH3:3])([CH3:4])[c:5]1[n:6][n:7]([CH2:21][c:22]2[cH:23][cH:24][c:25]([CH2:26][O:27][c:28]3[cH:29][c:30]([F:41])[c:31]([CH2:34][CH2:35][C:36](=[O:37])[O:38][CH2:39][CH3:40])[cH:32][cH:33]3)[cH:42][cH:43]2)[c:8]([CH2:10][CH2:11][c:12]2[cH:13][cH:14][cH:15][cH:16][cH:17]2)[cH:9]1. Yields the product CCOC(=O)CCc1ccc(OCc2ccc(Cn3nc(C(C)(C)C)cc3CCc3ccccc3)cc2)cc1F. Starting materials: CC(C)(C)c1cc(CCc2ccccc2)[nH]n1, CN(C)C=O, CCOC(=O)CCc1ccc(OCc2ccc(CCl)cc2)cc1F, Cl, [H-], [Na+]. Starting materials: C(C)SC=1[C@]2(C)[C@@H](CC1)[C@@H]1CCC3=CC(C=C[C@]3(C)[C@]1([C@H](C2)O)F)=O ((11β)-17-(ethylthio)-9-fluoro-11-hydroxyandrosta-1,4,16-trien-3-one), BrN1C(CCC1=O)=O (N-bromosuccinimide). Run in ClCCl (dichloromethane). Reaction conditions: time 2 hour. Yields the product BrC1=C([C@]2(C)[C@@H](C1)[C@@H]1CCC3=CC(C=C[C@]3(C)[C@]1([C@H](C2)O)F)=O)SCC ((11β)-16-Bromo-17-(ethylthio)-9-fluoro-11-hydroxyandrosta-1,4,16-trien-3-one). Reaction SMILES: [CH2:1]([S:3][C:4]1[C@:5]2([CH2:22][C@H:21]([OH:23])[C@@:20]3([F:24])[C@@H:10]([CH2:11][CH2:12][C:13]4[C@:18]3([CH3:19])[CH:17]=[CH:16][C:15](=[O:25])[CH:14]=4)[C@@H:7]2[CH2:8][CH:9]=1)[CH3:6])[CH3:2].[Br:26]N1C(=O)CCC1=O>ClCCl>[Br:26][C:9]1[CH2:8][C@H:7]2[C@H:10]3[C@:20]([F:24])([C@@H:21]([OH:23])[CH2:22][C@:5]2([CH3:6])[C:4]=1[S:3][CH2:1][CH3:2])[C@:18]1([CH3:19])[C:13](=[CH:14][C:15](=[O:25])[CH:16]=[CH:17]1)[CH2:12][CH2:11]3. Reported procedure: A solution of (11β)-17-(ethylthio)-9-fluoro-11-hydroxyandrosta-1,4,16-trien-3-one (181 mg) in dichloromethane (10 ml) containing N-bromosuccinimide (98 mg) is stirred at room temperature for 2 hours and the reaction mixture is subjected to preparative thin layer chromatography on silica gel plates to isolate the title compound. The product is O=C(NC(CCCNS(=O)(=O)c1cccc([N+](=O)[O-])c1)C(=O)O)OCC1c2ccccc2-c2ccccc21. Reaction SMILES: [N+:34](=[O:35])([O-:36])[c:37]1[cH:38][c:39]([S:43](=[O:44])(=[O:45])[Cl:46])[cH:40][cH:41][cH:42]1.[O-:27][C:28]([C:29]([F:30])([F:31])[F:32])=[O:33].[cH:1]1[cH:2][cH:3][cH:4][c:5]2[c:13]1[CH:12]([CH2:14][O:15][C:16](=[O:17])[NH:18][CH:19]([CH2:20][CH2:21][CH2:22][NH2:23])[C:24](=[O:25])[OH:26])[c:11]1[c:6]-2[cH:7][cH:8][cH:9][cH:10]1>>[cH:1]1[cH:2][cH:3][cH:4][c:5]2[c:13]1[CH:12]([CH2:14][O:15][C:16](=[O:17])[NH:18][CH:19]([CH2:20][CH2:21][CH2:22][NH:23][S:43]([c:39]1[cH:38][c:37]([N+:34](=[O:35])[O-:36])[cH:42][cH:41][cH:40]1)(=[O:44])=[O:45])[C:24](=[O:25])[OH:26])[c:11]1[c:6]-2[cH:7][cH:8][cH:9][cH:10]1. Reactants: O=[N+]([O-])c1cccc(S(=O)(=O)Cl)c1, O=C([O-])C(F)(F)F, NCCCC(NC(=O)OCC1c2ccccc2-c2ccccc21)C(=O)O. Reactants: Cl(=O)(=O)(=O)[O-].C[N+]1=NC=C(C=C1Cl)N (1-methyl-4-amino-6-chloropyridazinium perchlorate), C(C)#N (acetonitrile), C(C1=CC=CC=C1)S (benzylmercaptan). The solvent is C(C)N(CC)CC (triethylamine). The product is Cl(=O)(=O)(=O)[O-].C[N+]1=NC=C(C=C1SCC1=CC=CC=C1)N (1-methyl-4-amino-6-benzylmercaptopyridazinium perchlorate). Isolated yield 89.2%. As a reaction SMILES: [Cl:1]([O-:5])(=[O:4])(=[O:3])=[O:2].[CH3:6][N+:7]1[C:12](Cl)=[CH:11][C:10]([NH2:14])=[CH:9][N:8]=1.C(#N)C.[CH2:18]([SH:25])[C:19]1[CH:24]=[CH:23][CH:22]=[CH:21][CH:20]=1>C(N(CC)CC)C>[Cl:1]([O-:5])(=[O:4])(=[O:3])=[O:2].[CH3:6][N+:7]1[C:12]([S:25][CH2:18][C:19]2[CH:24]=[CH:23][CH:22]=[CH:21][CH:20]=2)=[CH:11][C:10]([NH2:14])=[CH:9][N:8]=1 |f:0.1,5.6|. Procedure details: 24.4 parts of 1-methyl-4-amino-6-chloropyridazinium perchlorate in 200 parts of acetonitrile is stirred with 12.4 parts of benzylmercaptan and 20 parts of triethylamine for three hours at 80° C. The solvent is then distilled off at subatmospheric pressure, the residue is treated with about 300 parts of water and the sparingly soluble reaction product is suction filtered. 29.5 parts (89.2% of theory) of 1-methyl-4-amino-6-benzylmercaptopyridazinium perchlorate is obtained; C12H14O4N3SCl, melting ... The product is COCCCC(Cl)C(C)=O. The reactants are CN(C)C=O, COCCCCC(C)=O, [Cl-], Cl[Cu]Cl, [Li+], O. RXN SMILES: [CH3:12][N:13]([CH3:14])[CH:15]=[O:16].[CH3:1][O:2][CH2:3][CH2:4][CH2:5][CH2:6][C:7]([CH3:8])=[O:9].[Cl-:11].[Cu:18]([Cl:19])[Cl:20].[Li+:10].[OH2:17]>>[CH3:1][O:2][CH2:3][CH2:4][CH2:5][CH:6]([C:7]([CH3:8])=[O:9])[Cl:11]. Starting materials: Cc1cc(C)c(-c2cc(SCCC(=O)NC(CCNC(=O)OC(C)(C)C)C(=O)N3CCOCC3)nc(N)n2)cc1C(=O)OC(C)(C)C, CCN(C(C)C)C(C)C, ClCCl, O, O=C(O)C(F)(F)F. The product is Cc1cc(C)c2cc1C(=O)NCCC(C(=O)N1CCOCC1)NC(=O)CCSc1cc-2nc(N)n1. As a reaction SMILES: [C:1]([O:2][C:6]([c:7]1[c:8]([CH3:46])[cH:9][c:10]([CH3:45])[c:11](-[c:13]2[n:14][c:15]([NH2:44])[n:16][c:17]([S:19][CH2:20][CH2:21][C:22]([NH:23][CH:24]([CH2:25][CH2:26][NH:27][C:3]([O:4][C:5]([CH3:28])([CH3:29])[CH3:30])=[O:31])[C:35](=[O:36])[N:37]3[CH2:38][CH2:39][O:40][CH2:41][CH2:42]3)=[O:43])[cH:18]2)[cH:12]1)=[O:47])([CH3:32])([CH3:33])[CH3:34].[CH:55]([N:56]([CH:57]([CH3:58])[CH3:59])[CH2:60][CH3:61])([CH3:62])[CH3:63].[Cl:65][CH2:66][Cl:67].[OH2:64].[OH:48][C:49]([C:50]([F:51])([F:52])[F:53])=[O:54]>>[C:6]1(=[O:47])[c:7]2[c:8]([CH3:46])[cH:9][c:10]([CH3:45])[c:11]([cH:12]2)-[c:13]2[n:14][c:15]([NH2:44])[n:16][c:17]([cH:18]2)[S:19][CH2:20][CH2:21][C:22](=[O:43])[NH:23][CH:24]([C:35](=[O:36])[N:37]2[CH2:38][CH2:39][O:40][CH2:41][CH2:42]2)[CH2:25][CH2:26][NH:27]1.